Dataset: the Open Reaction Database (ORD), a public repository of structured organic reaction records. Task: describe an organic reaction: reactants, conditions, products, and yield Starting materials: ClC1=NC(=CC2=CC=CC=C12)NC1=NNC(=C1)C ((1-chloro-isoquinolin-3-yl)-(5-methyl-1H-pyrazol-3-yl)-amine), C(#N)C=1C=C(C=CC1)B(O)O (3-cyano-phenylboronic acid). The product is CC1=CC(=NN1)NC=1N=C(C2=CC=CC=C2C1)C=1C=C(C#N)C=CC1 (3-[3-(5-methyl-1H-pyrazol-3-ylamino)-isoquinolin-1-yl]-benzonitrile). RXN SMILES: Cl[C:2]1[C:11]2[C:6](=[CH:7][CH:8]=[CH:9][CH:10]=2)[CH:5]=[C:4]([NH:12][C:13]2[CH:17]=[C:16]([CH3:18])[NH:15][N:14]=2)[N:3]=1.[C:19]([C:21]1[CH:22]=[C:23](B(O)O)[CH:24]=[CH:25][CH:26]=1)#[N:20]>>[CH3:18][C:16]1[NH:15][N:14]=[C:13]([NH:12][C:4]2[N:3]=[C:2]([C:25]3[CH:26]=[C:21]([CH:22]=[CH:23][CH:24]=3)[C:19]#[N:20])[C:11]3[C:6]([CH:5]=2)=[CH:7][CH:8]=[CH:9][CH:10]=3)[CH:17]=1. Procedure: Similar procedure as described in example 131 was used, starting from (1-chloro-isoquinolin-3-yl)-(5-methyl-1H-pyrazol-3-yl)-amine and 3-cyano-phenylboronic acid to give 3-[3-(5-methyl-1H-pyrazol-3-ylamino)-isoquinolin-1-yl]-benzonitrile LC-MS m/e 326(MH+). Reactants: BrCC(=O)OC(CBr)=O (bromoacetic anhydride), ClC1=CC=C(CNC(=O)C=2C=NC3=C(C=C(C=C3C2O)CN2CCOCC2)NC)C=C1 (N-(4-chlorobenzyl)-4-hydroxy-8-(methylamino)-6-(4-morpholinylmethyl)-3-quinolinecarboxamide), compound 9, ClC1=CC=C(CN)C=C1 (4-chlorobenzylamine). Solvent: C1CCOC1 (THF), C1CCOC1 (THF), C(C)N(CC)CC (triethylamine), C(C)N(CC)CC (triethylamine), CO (methanol). Reaction conditions: time 5 hour. Product: ClC1=CC=C(CNC(=O)C=2C(C=3C=4N(CC(N(C4C=C(C3)CN3CCOCC3)C)=O)C2)=O)C=C1 (N-(4-Chlorobenzyl)-1-methyl-9-(morpholin-4-ylmethyl)-2,7-dioxo-2,3-dihydro-1H,7H-pyrido[1,2,3-de]quinoxaline-6-carboxamide). RXN SMILES: Br[CH2:2][C:3](OC(=O)CBr)=[O:4].ClC1C=CC(CN[C:17]([C:19]2[CH:20]=[N:21][C:22]3[C:27]([C:28]=2[OH:29])=[CH:26][C:25]([CH2:30][N:31]2[CH2:36][CH2:35][O:34][CH2:33][CH2:32]2)=[CH:24][C:23]=3[NH:37][CH3:38])=[O:18])=CC=1.[Cl:41][C:42]1[CH:49]=[CH:48][C:45]([CH2:46][NH2:47])=[CH:44][CH:43]=1>C1COCC1.C(N(CC)CC)C.CO>[Cl:41][C:42]1[CH:49]=[CH:48][C:45]([CH2:46][NH:47][C:17]([C:19]2[C:28](=[O:29])[C:27]3[C:22]4[N:21]([CH:20]=2)[CH2:2][C:3](=[O:4])[N:37]([CH3:38])[C:23]=4[CH:24]=[C:25]([CH2:30][N:31]2[CH2:36][CH2:35][O:34][CH2:33][CH2:32]2)[CH:26]=3)=[O:18])=[CH:44][CH:43]=1. Reported procedure: A solution of bromoacetic anhydride (1.03 g, 4 mmol) in THF (3.0 mL) is added over 30 min to a stirred solution of N-(4-chlorobenzyl)-4-hydroxy-8-(methylamino)-6-(4-morpholinylmethyl)-3-quinolinecarboxamide (308 mg of a 1:1 mixture of compound 9 and 4-chlorobenzylamine), triethylamine (500 mg, 5 mmol) in THF (7.0 mL). After 5 h, methanol (20 mL) and triethylamine (300 mg) are added, and the solution is stirred at room temperature overnight. The solution is evaporated, dissolved in chloroform/met...